This data is from the Open Reaction Database (ORD), a public repository of structured organic reaction records. The task is: describe an organic reaction: reactants, conditions, products, and yield The reactants are [Cr](=O)(=O)([O-])Cl.[NH+]1=CC=CC=C1 (pyridinium chlorochromate), C(C)C(C(=O)OC)CCCO (methyl 2-ethyl-5-hydroxypentanoate), CCOCC (ether). Run in ClCCl (dichloromethane), ClCCl (dichloromethane), ClCCl (dichloromethane). Run at temperature 20 celsius, time 2.5 hour. Yields the product C(C)C(C(=O)OC)CCC=O (methyl 2-ethyl-5-oxopentanoate). Yield: 59323.1%. Reaction SMILES: [Cr](Cl)([O-])(=O)=O.[NH+]1C=CC=CC=1.[CH2:12]([CH:14]([CH2:19][CH2:20][CH2:21][OH:22])[C:15]([O:17][CH3:18])=[O:16])[CH3:13].CCOCC>ClCCl>[CH2:12]([CH:14]([CH2:19][CH2:20][CH:21]=[O:22])[C:15]([O:17][CH3:18])=[O:16])[CH3:13] |f:0.1|. Procedure: To 50.46 g (0.234 mmol) of pyridinium chlorochromate, under argon, was added 100 mL of dichloromethane followed, with rapid stirring, by 25.0 g (0.156 mmol) of methyl 2-ethyl-5-hydroxypentanoate in 20 mL of dichloromethane. After stirring at 20° C. for 2.5 h, 15 g of silica gel was added followed by 200 mL of ether. Filtration through a 3.5×40 cm silica gel column (60-200 mesh), eluting with ether and concentration at 40° C. under vacuum gave an oil, which was redissolved in 100 mL of dichlorome...